Dataset: the Open Reaction Database (ORD), a public repository of structured organic reaction records. Task: describe an organic reaction: reactants, conditions, products, and yield Starting materials: ClC=1C(=C(C=CC1)[C@H]1[C@@H](N[C@H]([C@]1(C#N)C1=C(C=C(C=C1)Cl)F)CC(C)(C)C)C(=O)NC1=C(C=C(C(=O)O)C=C1)OC)F (4-((2R,3S,4R,5S)-3-(3-chloro-2-fluorophenyl)-4-(4-chloro-2-fluorophenyl)-4-cyano-5-neopentylpyrrolidine-2-carboxamido)-3-methoxybenzoic acid), C(COCCOCCOCCOCCO)O (3,6,9,12-tetraoxatetradecane-1,14-diol). The product is Cl.OCCOCCOCCOCCOCCOC(C1=CC(=C(C=C1)NC(=O)[C@@H]1N[C@H]([C@]([C@H]1C1=C(C(=CC=C1)Cl)F)(C#N)C1=C(C=C(C=C1)Cl)F)CC(C)(C)C)OC)=O (4-{[(2R,3S,4R,5S)-4-(4-chloro-2-fluoro-phenyl)-3-(3-chloro-2-fluoro-phenyl)-4-cyano-5-(2,2-dimethyl-propyl)-pyrrolidine-2-carbonyl]-amino}-3-methoxy-benzoic acid 2-(2-{2-[2-(2-hydroxy-ethoxy)-ethoxy]-ethoxy}-ethoxy)-ethyl ester, hydrochloride). RXN SMILES: [Cl:1][C:2]1[C:3]([F:42])=[C:4]([C@@H:8]2[C@:12]([C:15]3[CH:20]=[CH:19][C:18]([Cl:21])=[CH:17][C:16]=3[F:22])([C:13]#[N:14])[C@H:11]([CH2:23][C:24]([CH3:27])([CH3:26])[CH3:25])[NH:10][C@H:9]2[C:28]([NH:30][C:31]2[CH:39]=[CH:38][C:34]([C:35]([OH:37])=[O:36])=[CH:33][C:32]=2[O:40][CH3:41])=[O:29])[CH:5]=[CH:6][CH:7]=1.[CH2:43](O)[CH2:44][O:45][CH2:46][CH2:47][O:48][CH2:49][CH2:50][O:51][CH2:52][CH2:53][O:54][CH2:55][CH2:56][OH:57]>>[ClH:1].[OH:57][CH2:56][CH2:55][O:54][CH2:53][CH2:52][O:51][CH2:50][CH2:49][O:48][CH2:47][CH2:46][O:45][CH2:44][CH2:43][O:36][C:35](=[O:37])[C:34]1[CH:38]=[CH:39][C:31]([NH:30][C:28]([C@H:9]2[C@H:8]([C:4]3[CH:5]=[CH:6][CH:7]=[C:2]([Cl:1])[C:3]=3[F:42])[C@:12]([C:15]3[CH:20]=[CH:19][C:18]([Cl:21])=[CH:17][C:16]=3[F:22])([C:13]#[N:14])[C@H:11]([CH2:23][C:24]([CH3:26])([CH3:27])[CH3:25])[NH:10]2)=[O:29])=[C:32]([O:40][CH3:41])[CH:33]=1 |f:2.3|. Procedure details: In a manner similar to the method described in Example 14, 4-((2R,3S,4R,5S)-3-(3-chloro-2-fluorophenyl)-4-(4-chloro-2-fluorophenyl)-4-cyano-5-neopentylpyrrolidine-2-carboxamido)-3-methoxybenzoic acid (prepared as described in US20100152190A1) was reacted with 3,6,9,12-tetraoxatetradecane-1,14-diol to give 4-{[(2R,3S,4R,5S)-4-(4-chloro-2-fluoro-phenyl)-3-(3-chloro-2-fluoro-phenyl)-4-cyano-5-(2,2-dimethyl-propyl)-pyrrolidine-2-carbonyl]-amino}-3-methoxy-benzoic acid 2-(2-{2-[2-(2-hydroxy-ethoxy)-e... Reactants: C1CCOC1, CCN=C=NCCCN(C)C, Cl, COc1cc2ncnc(Nc3ccc(OCc4cccc(F)c4)c(Cl)c3)c2cc1NC(=O)CN, C=CC(=O)O, c1ccncc1. The product is C=CC(=O)NCC(=O)Nc1cc2c(Nc3ccc(OCc4cccc(F)c4)c(Cl)c3)ncnc2cc1OC. Reaction SMILES: [CH2:58]1[O:59][CH2:60][CH2:61][CH2:62]1.[CH3:47][N:48]([CH3:49])[CH2:50][CH2:51][CH2:52][N:53]=[C:54]=[N:55][CH2:56][CH3:57].[ClH:46].[NH2:1][CH2:2][C:3](=[O:4])[NH:5][c:6]1[cH:7][c:8]2[c:9]([NH:18][c:19]3[cH:20][c:21]([Cl:34])[c:22]([O:25][CH2:26][c:27]4[cH:28][c:29]([F:33])[cH:30][cH:31][cH:32]4)[cH:23][cH:24]3)[n:10][cH:11][n:12][c:13]2[cH:14][c:15]1[O:16][CH3:17].[OH:35][C:36](=[O:37])[CH:38]=[CH2:39].[cH:40]1[cH:41][cH:42][n:43][cH:44][cH:45]1>>[NH:1]([CH2:2][C:3](=[O:4])[NH:5][c:6]1[cH:7][c:8]2[c:9]([NH:18][c:19]3[cH:20][c:21]([Cl:34])[c:22]([O:25][CH2:26][c:27]4[cH:28][c:29]([F:33])[cH:30][cH:31][cH:32]4)[cH:23][cH:24]3)[n:10][cH:11][n:12][c:13]2[cH:14][c:15]1[O:16][CH3:17])[C:36](=[O:35])[CH:38]=[CH2:39]. Reactants: C1(CCCCC1)C1=CC2=C(N=C(N=C2CNC2CCCCC2)C)S1 (N-[(6-cyclohexyl-2-methylthieno[2,3-d]pyrimidin-4-yl)methyl]cyclohexaneamine), C(Cl)Cl (DCM), C(C)(=O)Cl (acetyl chloride), TEA. The solvent is O (water). Conditions: time 2.5 hour. Product: C1(CCCCC1)N(C(C)=O)CC=1C2=C(N=C(N1)C)SC(=C2)C2CCCCC2 (N-cyclohexyl-N-[(6-cyclohexyl-2-methylthieno[2,3-d]pyrimidin-4-yl)methyl]acetamide). As a reaction SMILES: [CH:1]1([C:7]2[S:24][C:10]3[N:11]=[C:12]([CH3:23])[N:13]=[C:14]([CH2:15][NH:16][CH:17]4[CH2:22][CH2:21][CH2:20][CH2:19][CH2:18]4)[C:9]=3[CH:8]=2)[CH2:6][CH2:5][CH2:4][CH2:3][CH2:2]1.C(Cl)Cl.[C:28](Cl)(=[O:30])[CH3:29]>O>[CH:17]1([N:16]([CH2:15][C:14]2[C:9]3[CH:8]=[C:7]([CH:1]4[CH2:2][CH2:3][CH2:4][CH2:5][CH2:6]4)[S:24][C:10]=3[N:11]=[C:12]([CH3:23])[N:13]=2)[C:28](=[O:30])[CH3:29])[CH2:18][CH2:19][CH2:20][CH2:21][CH2:22]1. Procedure details: To a mixture of N-[(6-cyclohexyl-2-methylthieno[2,3-d]pyrimidin-4-yl)methyl]cyclohexaneamine (47 mg) and DCM (4 mL) were added dropwise acetyl chloride (20 μL) and TEA (40 μL) at 0° C., followed by stirring at room temperature for 2.5 hours. To the reaction mixture was added water, followed by extraction with EtOAc. The organic layer was washed sequentially with 1 M hydrochloric acid, saturated aqueous sodium bicarbonate, and brine, dried over MgSO4, and then concentrated under reduced pressure ... The reactants are Brc1cccnc1, CC(=O)[O-], CN(C)C=O, [Cu], COc1ccc(N(C(=O)CN2C(=O)CC(=O)Nc3cc(F)ccc32)C(C)C)cc1, [K+]. Product: COc1ccc(N(C(=O)CN2C(=O)CC(=O)N(c3cccnc3)c3cc(F)ccc32)C(C)C)cc1. Reaction SMILES: [Br:35][c:36]1[cH:37][n:38][cH:39][cH:40][cH:41]1.[CH3:31][C:32](=[O:33])[O-:34].[CH3:42][N:43]([CH3:44])[CH:45]=[O:46].[Cu:47].[F:1][c:2]1[cH:3][c:4]2[c:5]([cH:28][cH:29]1)[N:6]([CH2:13][C:14](=[O:15])[N:16]([c:17]1[cH:18][cH:19][c:20]([O:23][CH3:24])[cH:21][cH:22]1)[CH:25]([CH3:26])[CH3:27])[C:7](=[O:12])[CH2:8][C:9](=[O:11])[NH:10]2.[K+:30]>>[F:1][c:2]1[cH:3][c:4]2[c:5]([cH:28][cH:29]1)[N:6]([CH2:13][C:14](=[O:15])[N:16]([c:17]1[cH:18][cH:19][c:20]([O:23][CH3:24])[cH:21][cH:22]1)[CH:25]([CH3:26])[CH3:27])[C:7](=[O:12])[CH2:8][C:9](=[O:11])[N:10]2[c:36]1[cH:37][n:38][cH:39][cH:40][cH:41]1. The reactants are C(C)OC(C)OCC#C (1-(1-ethoxyethoxy)-2propyne), C(CCC)[Li] (n-butyllithium), COC1=C(C=O)C=CC(=C1OC)OC (2,3,4-trimethoxybenzaldehyde), [Cl-].[NH4+] (ammonium chloride). Solvent: O1CCCC1 (tetrahydrofuran), O1CCCC1 (tetrahydrofuran). Reaction conditions: time 30 minute. Yields the product C(C)OC(C)OCC#CC(O)C1=C(C(=C(C=C1)OC)OC)OC (4-(1-ethoxyethoxy)-1-(2,3,4-trimethoxyphenyl)-2 -butyn- 1-ol). As a reaction SMILES: [CH2:1]([O:3][CH:4]([O:6][CH2:7][C:8]#[CH:9])[CH3:5])[CH3:2].C([Li])CCC.[CH3:15][O:16][C:17]1[C:24]([O:25][CH3:26])=[C:23]([O:27][CH3:28])[CH:22]=[CH:21][C:18]=1[CH:19]=[O:20].[Cl-].[NH4+]>O1CCCC1>[CH2:1]([O:3][CH:4]([O:6][CH2:7][C:8]#[C:9][CH:19]([C:18]1[CH:21]=[CH:22][C:23]([O:27][CH3:28])=[C:24]([O:25][CH3:26])[C:17]=1[O:16][CH3:15])[OH:20])[CH3:5])[CH3:2] |f:3.4|. Reported procedure: A solution of 8 g (62.4 mmol) of 1-(1-ethoxyethoxy)-2propyne in 135 ml of tetrahydrofuran was treated at -78° under argon with 39 ml of n-butyllithium (1.6M in hexane). The mixture was stirred at -40° for 30 minutes and then a solution of 12.3 g (62.4 mmol) of 2,3,4-trimethoxybenzaldehyde in 53 ml of tetrahydrofuran was added within 10 minutes. The reaction mixture was warmed to 0°, stirred at 0° for a further 1 hour and then treated with 100 ml of saturated ammonium chloride solution. The aqueo... The reactants are CCOC(=O)C=Cc1cnc2c(NC(=O)c3c(Cl)cccc3Cl)cccc2c1, C1COCCO1, O=[Pt]=O. Yields the product CCOC(=O)CCc1cnc2c(NC(=O)c3c(Cl)cccc3Cl)cccc2c1. RXN SMILES: [Cl:1][c:2]1[c:3]([C:4](=[O:5])[NH:6][c:7]2[cH:8][cH:9][cH:10][c:11]3[cH:12][c:13]([CH:17]=[CH:18][C:19](=[O:20])[O:21][CH2:22][CH3:23])[cH:14][n:15][c:16]23)[c:24]([Cl:28])[cH:25][cH:26][cH:27]1.[O:29]1[CH2:30][CH2:31][O:32][CH2:33][CH2:34]1.[Pt:35](=[O:36])=[O:37]>>[Cl:1][c:2]1[c:3]([C:4](=[O:5])[NH:6][c:7]2[cH:8][cH:9][cH:10][c:11]3[cH:12][c:13]([CH2:17][CH2:18][C:19](=[O:20])[O:21][CH2:22][CH3:23])[cH:14][n:15][c:16]23)[c:24]([Cl:28])[cH:25][cH:26][cH:27]1.